From a dataset of the Open Reaction Database (ORD), a public repository of structured organic reaction records. describe an organic reaction: reactants, conditions, products, and yield Starting materials: C(C)(C)(C)OC(=O)N1CCC(CC1)C1=NC(=C(C=C1)NC(=O)C=1N(C=C(N1)C#N)COCC[Si](C)(C)C)C1=CCC(CC1)(C)C (5-{[4-cyano-1-(2-trimethylsilanyl-ethoxymethyl)-1H-imidazole-2-carbonyl]-amino}-6-(4,4-dimethyl-cyclohex-1-enyl)-3′,4′,5′,6′-tetrahydro-2′H-[2,4′]bipyridinyl-1′-carboxylic acid tert-butyl ester), CO (MeOH), C(=O)(C(F)(F)F)O (TFA). Reagents/catalysts: CO (MeOH). The solvent is C(Cl)Cl (CH2Cl2). The product is 50-g, FC(C(=O)O)(F)F.CC1(CC=C(CC1)C1=C(C=CC(=N1)C1CCNCC1)NC(=O)C=1NC=C(N1)C#N)C (4-Cyano-1H-imidazole-2-carboxylic acid [6-(4,4-dimethyl-cyclohex-1-enyl)-1′,2′,3′,4′,5′,6′-hexahydro-[2,4′]bipyridinyl-5-yl]-amide trifluoroacetic acid salt). Yield: 97.0%. RXN SMILES: C(OC([N:8]1[CH2:13][CH2:12][CH:11]([C:14]2[CH:19]=[CH:18][C:17]([NH:20][C:21]([C:23]3[N:24](COCC[Si](C)(C)C)[CH:25]=[C:26]([C:28]#[N:29])[N:27]=3)=[O:22])=[C:16]([C:38]3[CH2:43][CH2:42][C:41]([CH3:45])([CH3:44])[CH2:40][CH:39]=3)[N:15]=2)[CH2:10][CH2:9]1)=O)(C)(C)C.[C:46]([OH:52])([C:48]([F:51])([F:50])[F:49])=[O:47].CO>C(Cl)Cl.CO>[F:49][C:48]([F:51])([F:50])[C:46]([OH:52])=[O:47].[CH3:44][C:41]1([CH3:45])[CH2:42][CH2:43][C:38]([C:16]2[N:15]=[C:14]([CH:11]3[CH2:12][CH2:13][NH:8][CH2:9][CH2:10]3)[CH:19]=[CH:18][C:17]=2[NH:20][C:21]([C:23]2[NH:24][CH:25]=[C:26]([C:28]#[N:29])[N:27]=2)=[O:22])=[CH:39][CH2:40]1 |f:5.6|. Reported procedure: A solution of 215 mg (0.339 mmol) 5-{[4-cyano-1-(2-trimethylsilanyl-ethoxymethyl)-1H-imidazole-2-carbonyl]-amino}-6-(4,4-dimethyl-cyclohex-1-enyl)-3′,4′,5′,6′-tetrahydro-2′H-[2,4′]bipyridinyl-1′-carboxylic acid tert-butyl ester (as prepared in the previous step) in 10 mL of CH2Cl2 was treated with three drops MeOH and 3 mL TFA at room temperature for 4 h. MeOH (10 mL) was added and the solvents evaporated in vacuo. Chromatography of the residue on a 50-g silica Varian MegaBond Elut column with 1... The reactants are [O-]S(=O)(=O)[O-].[Mg+2] (MgSO4), CN (Methylamine), solution, BrC1=C2C=CC(=CC2=CC=C1OC)C=O (5-bromo-6-methoxy-naphthalene-2-carbaldehyde). The solvent is C(Cl)Cl (methylene chloride), C(C)O (ethanol), C(Cl)Cl (methylene chloride). Run at time 8 hour. Product: BrC1=C2C=CC(=CC2=CC=C1OC)C=NC ((5-bromo-6-methoxy-naphthalen-2-ylmethylene)-methyl-amine). The yield is 100.0%. RXN SMILES: [CH3:1][NH2:2].[Br:3][C:4]1[C:13]([O:14][CH3:15])=[CH:12][CH:11]=[C:10]2[C:5]=1[CH:6]=[CH:7][C:8]([CH:16]=O)=[CH:9]2.[O-]S([O-])(=O)=O.[Mg+2]>C(O)C.C(Cl)Cl>[Br:3][C:4]1[C:13]([O:14][CH3:15])=[CH:12][CH:11]=[C:10]2[C:5]=1[CH:6]=[CH:7][C:8]([CH:16]=[N:2][CH3:1])=[CH:9]2 |f:2.3|. Reported procedure: Methylamine (2.35 mL of an 8.03 M solution in ethanol, 18.8 mmol) in 5 mL of methylene chloride was added under nitrogen dropwise over 5 minutes to a mixture of 5-bromo-6-methoxy-naphthalene-2-carbaldehyde (1.00 g, 3.77 mmol), prepared in the previous step, and 3 g of anhydrous MgSO4 in 20 mL of methylene chloride at room temperature. After the addition the reaction was stirred at room temperature for 21 h (overnight). The reaction was filtered and the filtrate concentrated under reduced pressur... The reactants are C(C)(C)(C)OC(C[C@@H](C(=O)OCC1=CC=CC=C1)NCC1=CC=CC=C1)=O ((2S)-benzylamino-succinic acid 1-benzyl ester 4-tert-butyl ester), C(=O)([O-])[O-].[K+].[K+] (K2CO3), [Na+].[I-] (NaI), ClCC(=C)CCl (3-chloro-2-chloromethyl-1-propene). Run in CC#N (MeCN). Conditions: temperature 81 celsius, time 16 hour. Yields the product C(C)(C)(C)OC(C[C@@H](C(=O)OCC1=CC=CC=C1)N(CC(=C)CCl)CC1=CC=CC=C1)=O ((2S)-[benzyl-(2-chloromethyl-allyl)-amino]-succinic acid 1-benzyl ester 4-tert-butyl ester). Isolated yield 58.3%. Reaction SMILES: [C:1]([O:5][C:6](=[O:27])[CH2:7][C@H:8]([NH:19][CH2:20][C:21]1[CH:26]=[CH:25][CH:24]=[CH:23][CH:22]=1)[C:9]([O:11][CH2:12][C:13]1[CH:18]=[CH:17][CH:16]=[CH:15][CH:14]=1)=[O:10])([CH3:4])([CH3:3])[CH3:2].C([O-])([O-])=O.[K+].[K+].[Na+].[I-].[Cl:36][CH2:37][C:38]([CH2:40]Cl)=[CH2:39]>CC#N>[C:1]([O:5][C:6](=[O:27])[CH2:7][C@H:8]([N:19]([CH2:20][C:21]1[CH:26]=[CH:25][CH:24]=[CH:23][CH:22]=1)[CH2:40][C:38]([CH2:37][Cl:36])=[CH2:39])[C:9]([O:11][CH2:12][C:13]1[CH:18]=[CH:17][CH:16]=[CH:15][CH:14]=1)=[O:10])([CH3:4])([CH3:2])[CH3:3] |f:1.2.3,4.5|. Procedure: A mixture of (2S)-benzylamino-succinic acid 1-benzyl ester 4-tert-butyl ester (12.1 g, 32.6 mmol), K2CO3 (14 g, 3 equiv.), NaI (3.0 g, 20 mmol) and 3-chloro-2-chloromethyl-1-propene (5.1 g, 40.8 mmol) in MeCN (150 mL) was stirred at 81° C. for 16 h. After cooling, the reaction mixture was filtered and the filtrate was concentrated under reduced pressure. Purification by Combiflash (hexane and ethyl acetate: gradient 0 to 8% during 12 min) afforded (2S)-[benzyl-(2-chloromethyl-allyl)-amino]-succi... Starting materials: [BH4-], CCC=O, ClCCl, Cc1ccc(NC(=O)C2(c3ccc4c(c3)OCO4)CC2)cc1-c1ccc(CN)cc1, [Na+], O. Product: CCCNCc1ccc(-c2cc(NC(=O)C3(c4ccc5c(c4)OCO5)CC3)ccc2C)cc1. As a reaction SMILES: [BH4-:35].[CH:31]([CH2:32][CH3:33])=[O:34].[Cl:37][CH2:38][Cl:39].[NH2:1][CH2:2][c:3]1[cH:4][cH:5][c:6](-[c:9]2[cH:10][c:11]([NH:16][C:17](=[O:18])[C:19]3([c:22]4[cH:23][c:24]5[c:25]([cH:29][cH:30]4)[O:26][CH2:27][O:28]5)[CH2:20][CH2:21]3)[cH:12][cH:13][c:14]2[CH3:15])[cH:7][cH:8]1.[Na+:36].[OH2:40]>>[NH:1]([CH2:2][c:3]1[cH:4][cH:5][c:6](-[c:9]2[cH:10][c:11]([NH:16][C:17](=[O:18])[C:19]3([c:22]4[cH:23][c:24]5[c:25]([cH:29][cH:30]4)[O:26][CH2:27][O:28]5)[CH2:20][CH2:21]3)[cH:12][cH:13][c:14]2[CH3:15])[cH:7][cH:8]1)[CH2:31][CH2:32][CH3:33]. Procedure details: 1,1-dimethylethyl(5R)-5-[(2,5-dichlorophenyl)-[(4-chlorophenyl)sulfonyl]-amino]hexanoate (700 g, 1.40 mmol) was treated with a 50% solution of trifluoroacetic acid in dichloromethane (20 mL). After 3 h the reaction was diluted with dichloromethane then washed with water, brine and dried over MgSO4. Concentration under reduced pressure afforded (5R)-5-[(2,5-dichlorophenyl][(4-chlorophenyl)sulfonyl]-amino]hexanoic acid in quantitiative yield. MS (ESI), (M−H−) 450. IR-2975,1706,1466,1348. Reactants: ClC1=C(C=C(C=C1)Cl)N([C@@H](CCCC(=O)OC(C)(C)C)C)S(=O)(=O)C1=CC=C(C=C1)Cl (1,1-dimethylethyl(5R)-5-[(2,5-dichlorophenyl)-[(4-chlorophenyl)sulfonyl]-amino]hexanoate), solution, FC(C(=O)O)(F)F (trifluoroacetic acid). Run in ClCCl (dichloromethane), ClCCl (dichloromethane). Reaction SMILES: [Cl:1][C:2]1[CH:7]=[CH:6][C:5]([Cl:8])=[CH:4][C:3]=1[N:9]([S:22]([C:25]1[CH:30]=[CH:29][C:28]([Cl:31])=[CH:27][CH:26]=1)(=[O:24])=[O:23])[C@H:10]([CH3:21])[CH2:11][CH2:12][CH2:13][C:14]([O:16]C(C)(C)C)=[O:15].FC(F)(F)C(O)=O>ClCCl>[Cl:1][C:2]1[CH:7]=[CH:6][C:5]([Cl:8])=[CH:4][C:3]=1[N:9]([S:22]([C:25]1[CH:26]=[CH:27][C:28]([Cl:31])=[CH:29][CH:30]=1)(=[O:24])=[O:23])[C@H:10]([CH3:21])[CH2:11][CH2:12][CH2:13][C:14]([OH:16])=[O:15]. The product is ClC1=C(C=C(C=C1)Cl)N([C@@H](CCCC(=O)O)C)S(=O)(=O)C1=CC=C(C=C1)Cl ((5R)-5-[(2,5-dichlorophenyl][(4-chlorophenyl)sulfonyl]-amino]hexanoic acid). The reactants are C(C)(C)(C)OC(=O)N1CCCC2=CC=C(C=C12)C(C)=O (7-acetyl-3,4-dihydro-2H-quinoline-1-carboxylic acid tert-butyl ester), NO.Cl (NH2OH.HCl). Run in CCO (EtOH). Reaction conditions: temperature 23 celsius, time 3 hour. The product is C(C)(C)(C)OC(=O)N1CCCC2=CC=C(C=C12)C(C)=NO (7-(1-Hydroxyiminoethyl)-3,4-dihydro-2H-quinoline-1-carboxylic acid tert-butyl ester). The yield is 85.5%. Reaction SMILES: [C:1]([O:5][C:6]([N:8]1[C:17]2[C:12](=[CH:13][CH:14]=[C:15]([C:18](=O)[CH3:19])[CH:16]=2)[CH2:11][CH2:10][CH2:9]1)=[O:7])([CH3:4])([CH3:3])[CH3:2].[NH2:21][OH:22].Cl>CCO>[C:1]([O:5][C:6]([N:8]1[C:17]2[C:12](=[CH:13][CH:14]=[C:15]([C:18](=[N:21][OH:22])[CH3:19])[CH:16]=2)[CH2:11][CH2:10][CH2:9]1)=[O:7])([CH3:4])([CH3:3])[CH3:2] |f:1.2|. Procedure details: A solution of 7-acetyl-3,4-dihydro-2H-quinoline-1-carboxylic acid tert-butyl ester (1.2 g, 4.35 mmol) in EtOH was treated with NH2OH.HCl (0.57 g, 8 mmol). The resulting solution was stirred at 23° C. for 3 h in presence of Amberlist A-21 (2.0 g). The mixture was filtered and the solvent was evaporated. The residue was dissolved in EtOAc, washed with aqueous NaHCO3 and then brine. After drying (MgSO4), the organic layer was evaporated and the crude oxime was purified by chromatography (SiO2, 10-2... The reactants are ClCc1ccc(OCc2ccccc2)cc1OCc1ccccc1, N#C[Na]. Product: N#CCc1ccc(OCc2ccccc2)cc1OCc1ccccc1. As a reaction SMILES: [CH2:1]([c:2]1[cH:3][cH:4][cH:5][cH:6][cH:7]1)[O:8][c:9]1[c:10]([CH2:11][Cl:12])[cH:13][cH:14][c:15]([O:17][CH2:18][c:19]2[cH:20][cH:21][cH:22][cH:23][cH:24]2)[cH:16]1.[Na:25][C:26]#[N:27]>>[CH2:1]([c:2]1[cH:3][cH:4][cH:5][cH:6][cH:7]1)[O:8][c:9]1[c:10]([CH2:11][C:26]#[N:27])[cH:13][cH:14][c:15]([O:17][CH2:18][c:19]2[cH:20][cH:21][cH:22][cH:23][cH:24]2)[cH:16]1. Starting materials: CCO, Cl, [Na+], [OH-], N#Cc1cccc2c1CCCc1ccccc1-2. Product: NC(=O)c1cccc2c1CCCc1ccccc1-2. Reaction SMILES: [CH3:19][CH2:20][OH:21].[ClH:18].[Na+:23].[OH-:22].[cH:1]1[cH:2][cH:3][c:4]([C:16]#[N:17])[c:5]2[c:6]1-[c:7]1[c:8]([cH:12][cH:13][cH:14][cH:15]1)[CH2:9][CH2:10][CH2:11]2>>[cH:1]1[cH:2][cH:3][c:4]([C:16]([NH2:17])=[O:21])[c:5]2[c:6]1-[c:7]1[c:8]([cH:12][cH:13][cH:14][cH:15]1)[CH2:9][CH2:10][CH2:11]2.